From a dataset of the Open Reaction Database (ORD), a public repository of structured organic reaction records. describe an organic reaction: reactants, conditions, products, and yield Procedure: The title compound was synthesized in analogy to Example 1d, using 5-bromo-N-((1S,2R)-2-hydroxy-cyclohexyl)-6-(2,2,2-trifluoro-ethoxy)-2-trifluoromethyl-nicotinamide and 4-chlorophenylboronic acid as starting materials, MS (ISP) 497.1 (M+H)+; [α]D20=−20.0°. Reaction SMILES: Br[C:2]1[C:3]([O:22][CH2:23][C:24]([F:27])([F:26])[F:25])=[N:4][C:5]([C:18]([F:21])([F:20])[F:19])=[C:6]([CH:17]=1)[C:7]([NH:9][C@H:10]1[CH2:15][CH2:14][CH2:13][CH2:12][C@H:11]1[OH:16])=[O:8].[Cl:28][C:29]1[CH:34]=[CH:33][C:32](B(O)O)=[CH:31][CH:30]=1>>[Cl:28][C:29]1[CH:34]=[CH:33][C:32]([C:2]2[C:3]([O:22][CH2:23][C:24]([F:26])([F:27])[F:25])=[N:4][C:5]([C:18]([F:21])([F:20])[F:19])=[C:6]([CH:17]=2)[C:7]([NH:9][C@H:10]2[CH2:15][CH2:14][CH2:13][CH2:12][C@H:11]2[OH:16])=[O:8])=[CH:31][CH:30]=1. Reactants: BrC=1C(=NC(=C(C(=O)N[C@@H]2[C@@H](CCCC2)O)C1)C(F)(F)F)OCC(F)(F)F (5-bromo-N-((1S,2R)-2-hydroxy-cyclohexyl)-6-(2,2,2-trifluoro-ethoxy)-2-trifluoromethyl-nicotinamide), ClC1=CC=C(C=C1)B(O)O (4-chlorophenylboronic acid). Yields the product ClC1=CC=C(C=C1)C=1C(=NC(=C(C(=O)N[C@@H]2[C@@H](CCCC2)O)C1)C(F)(F)F)OCC(F)(F)F (5-(4-Chloro-phenyl)-N-((1S,2R)-2-hydroxy-cyclohexyl)-6-(2,2,2-trifluoro-ethoxy)-2-trifluoromethyl-nicotinamide). Reactants: C1(=CC=CC=C1)O (phenol), C1(CCC(CC1)=O)=O (1,4-cyclohexanedione), Cl (hydrochloric acid). Product: OC1=CC=C(C=C1)C1(CCC(CC1)(C1=CC=C(C=C1)O)C1=CC=C(C=C1)O)C1=CC=C(C=C1)O (1,1,4,4-tetrakis(4-hydroxyphenyl)cyclohexane). As a reaction SMILES: [C:1]1([OH:7])[CH:6]=[CH:5][CH:4]=[CH:3][CH:2]=1.[C:8]1(=[O:15])[CH2:13][CH2:12][C:11](=O)[CH2:10][CH2:9]1.Cl>>[OH:7][C:1]1[CH:6]=[CH:5][C:4]([C:1]2([C:11]3[CH:10]=[CH:9][C:8]([OH:15])=[CH:13][CH:12]=3)[CH2:6][CH2:5][C:4]([C:11]3[CH:12]=[CH:13][C:8]([OH:15])=[CH:9][CH:10]=3)([C:4]3[CH:5]=[CH:6][C:1]([OH:7])=[CH:2][CH:3]=3)[CH2:3][CH2:2]2)=[CH:3][CH:2]=1. Procedure details: Into a molten mixture of 300 g (3.2 mole) of phenol and 22.4 g (0.2 mole) of 1,4-cyclohexanedione (m.p. 78° C.) was introduced hydrochloric acid gas at a temperature of 50° C. to saturation. Reactants: OC1=CC=C(C=C1)C1=CC=C(C=C1)F (4-Hydroxy-4'-fluorobiphenyl), N1=CC=CC=C1 (pyridine), C(CCCCC)OC1=CC=C(C=C1)CCC(=O)Cl (β-(4-hexyloxyphenyl)propionic acid chloride). The solvent is O (water). Reaction conditions: time 8 hour. Yields the product CC(C(=O)OC1=CC=C(C=C1)C1=CC=C(C=C1)F)CC1=CC=C(C=C1)OCCCCCC (4'-fluoro-4-biphenylyl α-methyl-β-(4-hexyloxyphenyl)propionate). Yield: 48.0%. As a reaction SMILES: [OH:1][C:2]1[CH:7]=[CH:6][C:5]([C:8]2[CH:13]=[CH:12][C:11]([F:14])=[CH:10][CH:9]=2)=[CH:4][CH:3]=1.[CH2:15]([O:21][C:22]1[CH:27]=[CH:26][C:25]([CH2:28][CH2:29][C:30](Cl)=[O:31])=[CH:24][CH:23]=1)[CH2:16][CH2:17][CH2:18][CH2:19][CH3:20].N1C=CC=C[CH:34]=1>O>[CH3:34][CH:29]([CH2:28][C:25]1[CH:26]=[CH:27][C:22]([O:21][CH2:15][CH2:16][CH2:17][CH2:18][CH2:19][CH3:20])=[CH:23][CH:24]=1)[C:30]([O:1][C:2]1[CH:3]=[CH:4][C:5]([C:8]2[CH:13]=[CH:12][C:11]([F:14])=[CH:10][CH:9]=2)=[CH:6][CH:7]=1)=[O:31]. Procedure: 4-Hydroxy-4'-fluorobiphenyl (2.1 g, 0.012 mol) was dissolved in pyridine (10 ml), and to the solution was added β-(4-hexyloxyphenyl)propionic acid chloride (3.0 g, 0.01 mol) with sufficient shaking, followed by allowing the resulting reaction solution to stand overnight, thereafter pouring it in water (100 ml), extracting the resulting oily material with toluene (100 ml), washing the toluene layer with 6N-HCl and then with 2N-NaOH, further washing with water till the washing liquid became neutra... Starting materials: O=C(O)c1cc(Cl)c(C(=O)O)c([N+](=O)[O-])c1Cl, CN(C)C=O. The product is O=C(O)c1cc(Cl)cc([N+](=O)[O-])c1Cl. As a reaction SMILES: [Cl:1][c:2]1[c:3]([C:4](=[O:5])[OH:6])[cH:7][c:8]([Cl:17])[c:9]([C:14]([OH:15])=[O:16])[c:10]1[N+:11](=[O:12])[O-:13].[O:18]=[CH:19][N:20]([CH3:21])[CH3:22]>>[Cl:1][c:2]1[c:3]([C:4](=[O:5])[OH:6])[cH:7][c:8]([Cl:17])[cH:9][c:10]1[N+:11](=[O:12])[O-:13].